This data is from the Open Reaction Database (ORD), a public repository of structured organic reaction records. The task is: describe an organic reaction: reactants, conditions, products, and yield Starting materials: Cl (hydrochloric acid), C1=CC2=C3C(=C1)C(=O)N(C[C@H]3CCC2)[C@@H]4CN5CCC4CC5 (palonosetron), BrBr (bromine), unreacted compound. Solvent: C(C)O (ethanol), CO (methanol), C(C)O (ethanol). Run at temperature 72.5 celsius. Product: C1=CC2=C3C(=C1)C(=O)N(C[C@H]3CCC2)[C@@H]4CN5CCC4CC5.Cl (Palonosetron Hydrochloride). As a reaction SMILES: [CH:1]1[CH:6]=[C:5]2[C:7]([N:9]([C@H:15]3[CH:20]4[CH2:21][CH2:22][N:17]([CH2:18][CH2:19]4)[CH2:16]3)[CH2:10][C@H:11]3[CH2:12][CH2:13][CH2:14][C:3](=[C:4]23)[CH:2]=1)=[O:8].[ClH:23].BrBr>CO.C(O)C>[CH:1]1[CH:6]=[C:5]2[C:7]([N:9]([C@H:15]3[CH:20]4[CH2:21][CH2:22][N:17]([CH2:18][CH2:19]4)[CH2:16]3)[CH2:10][C@H:11]3[CH2:12][CH2:13][CH2:14][C:3](=[C:4]23)[CH:2]=1)=[O:8].[ClH:23] |f:5.6|. Procedure: The diastereomeric palonosetron (VIII) (5.0 g) showing 54.06% of the desired (S, S) isomer, 42.13% of the undesired (3aR, S) isomer (Ia) and 1.04% of unreacted compound (IIa) was dissolved in 5% methanol in ethanol mixture (4.2 volumes). To it hydrochloric acid in ethanol was added and was heated to 70-75° C. Then neat liquid bromine (100 mg) was added at reflux. The solution was then cooled to 0 to 5° C. and 2.2 g of the precipitated crude palonosetron hydrochloride (I) was isolated by filtrati... RXN SMILES: COC(C1CCN(S(C[C:15]2[C:24]3C(=[CH:20][CH:21]=[CH:22][CH:23]=3)[N:18](CC)[C:17](C)(C)[CH:16]=2)(=O)=O)CC1)=O.[CH3:29][N:30]1[C:39]2[C:34](=[CH:35][CH:36]=[C:37]([O:40][CH3:41])[CH:38]=2)[CH:33]([CH2:42][S:43](Cl)(=[O:45])=[O:44])[CH2:32][C:31]1([CH3:48])[CH3:47].C(N)CCCCCCC.C(Cl)(Cl)Cl>C(#N)C.C(O)C>[CH3:29][N:30]1[C:39]2[C:34](=[CH:35][CH:36]=[C:37]([O:40][CH3:41])[CH:38]=2)[CH:33]([CH2:42][S:43]([NH:18][CH2:17][CH2:16][CH2:15][CH2:24][CH2:23][CH2:22][CH2:21][CH3:20])(=[O:45])=[O:44])[CH2:32][C:31]1([CH3:48])[CH3:47]. Procedure details: (1-Methyl-7-methoxy-2,2-dimethyl-1,2,3,4-tetrahydroquinol-4-yl)-N-octyl-methane-sulfonamide (21) is prepared similarly to compound (10) from compound (19) and n-octylamine in dry acetonitrile. It is isolated by column chromatography on silica gel using a gradient running from chloroform to ethanol. Product: CN1C(CC(C2=CC=C(C=C12)OC)CS(=O)(=O)NCCCCCCCC)(C)C ((1-Methyl-7-methoxy-2,2-dimethyl-1,2,3,4-tetrahydroquinol-4-yl)-N-octyl-methane-sulfonamide). Reactants: COC(=O)C1CCN(CC1)S(=O)(=O)CC1=CC(N(C2=CC=CC=C12)CC)(C)C ((1-ethyl-2,2-dimethyl-1,2-dihydroquinol-4-yl-methanesulfonyl)-piperidine-4-carboxylic acid methyl ester), CN1C(CC(C2=CC=C(C=C12)OC)CS(=O)(=O)Cl)(C)C ((1-Methyl-7-methoxy-2,2-dimethyl-1,2,3,4-tetrahydroquinol-4-yl)-methane-sulfonic acid chloride), C(CCCCCCC)N (n-octylamine), C(Cl)(Cl)Cl (chloroform). The solvent is C(C)#N (acetonitrile), C(C)O (ethanol). Yield: 69.0%. The reactants are CI, Cc1cc(C(=O)Cc2ccccc2)ccn1, [H-], [Na+], CN(C)C=O. Product: Cc1cc(C(=O)C(C)c2ccccc2)ccn1. Reaction SMILES: [CH3:19][I:20].[CH3:1][c:2]1[n:3][cH:4][cH:5][c:6]([C:8]([CH2:9][c:10]2[cH:11][cH:12][cH:13][cH:14][cH:15]2)=[O:16])[cH:7]1.[H-:18].[Na+:17].[O:21]=[CH:22][N:23]([CH3:24])[CH3:25]>>[CH3:1][c:2]1[n:3][cH:4][cH:5][c:6]([C:8]([CH:9]([c:10]2[cH:11][cH:12][cH:13][cH:14][cH:15]2)[CH3:19])=[O:16])[cH:7]1. The reactants are [N+](=[N-])=C(C(=O)OC)C1=CC(=CC(=C1)C(F)(F)F)C(F)(F)F (methyl 2-diazo-2-(3,5-bis(trifluoromethyl)phenyl)acetate), C(C1=CC=CC=C1)N1[C@@]2([C@@H](CC[C@H]1CC2)O)C2=CC=CC=C2 ((1R*,2R*,5R*)-8-benzyl-1-phenyl-8-azabicyclo[3.2.1]octan-2-ol). The reagents and catalysts are C(C)(=O)[O-].[Rh+3].C(C)(=O)[O-].C(C)(=O)[O-] (rhodium acetate). Solvent: C1=CC=CC=C1 (benzene), C1=CC=CC=C1 (benzene). The product is C(C1=CC=CC=C1)N1[C@@]2([C@@H](CC[C@H]1CC2)O[C@@H](C2=CC(=CC(=C2)C(F)(F)F)C(F)(F)F)C(=O)OC)C2=CC=CC=C2 ((1R*,2R*,5R*)-8-Benzyl-2-{(1S*)-1-[3,5-bis(trifluoromethyl)phenyl]-(methoxycarbonyl)methoxy}-1-phenyl-8-azabicyclo[3.2.1]octane). RXN SMILES: [N+](=[C:3]([C:8]1[CH:13]=[C:12]([C:14]([F:17])([F:16])[F:15])[CH:11]=[C:10]([C:18]([F:21])([F:20])[F:19])[CH:9]=1)[C:4]([O:6][CH3:7])=[O:5])=[N-].[CH2:22]([N:29]1[C@@H:34]2[CH2:35][CH2:36][C@@:30]1([C:38]1[CH:43]=[CH:42][CH:41]=[CH:40][CH:39]=1)[C@H:31]([OH:37])[CH2:32][CH2:33]2)[C:23]1[CH:28]=[CH:27][CH:26]=[CH:25][CH:24]=1>C1C=CC=CC=1.C([O-])(=O)C.[Rh+3].C([O-])(=O)C.C([O-])(=O)C>[CH2:22]([N:29]1[C@@H:34]2[CH2:35][CH2:36][C@@:30]1([C:38]1[CH:43]=[CH:42][CH:41]=[CH:40][CH:39]=1)[C@H:31]([O:37][C@H:3]([C:4]([O:6][CH3:7])=[O:5])[C:8]1[CH:13]=[C:12]([C:14]([F:17])([F:16])[F:15])[CH:11]=[C:10]([C:18]([F:21])([F:20])[F:19])[CH:9]=1)[CH2:32][CH2:33]2)[C:23]1[CH:24]=[CH:25][CH:26]=[CH:27][CH:28]=1 |f:3.4.5.6|. Procedure: Slow addition of methyl 2-diazo-2-(3,5-bis(trifluoromethyl)phenyl)acetate (504 mg, 1.61 mmol) as a solution in benzene (3 ml) to (1R*,2R*,5R*)-8-benzyl-1-phenyl-8-azabicyclo[3.2.1]octan-2-ol (Description 9; 430 mg, 1.47 mmol) in benzene (3 ml) was carried out in the presence of catalytic rhodium acetate (5 mg) at reflux under N2. The reaction mixture was concentrated in vacuo to give a green oil then purified by flash column chromatography [15% ethyl acetate in iso-hexane] to give the title comp...